This data is from the Open Reaction Database (ORD), a public repository of structured organic reaction records. The task is: describe an organic reaction: reactants, conditions, products, and yield Starting materials: C(#N)C1=NC=CC=C1 (2-cyanopyridine), NC=1C=CC(=NC1)C#N (5-amino-2-cyanopyridine), O.NN (hydrazine hydrate). Run at temperature 90 celsius. Yields the product N1=C(C=CC=C1)C1=NNC(=NN1)C1=CC=C(C=N1)N (6-(6-pyridin-2-yl-1,4-dihydro-[1,2,4,5]tetrazin-3-yl)-pyridin-3-ylamine). The yield is 31.3%. As a reaction SMILES: [C:1]([C:3]1[CH:8]=[CH:7][CH:6]=[CH:5][N:4]=1)#[N:2].[NH2:9][C:10]1[CH:11]=[CH:12][C:13]([C:16]#[N:17])=[N:14][CH:15]=1.O.[NH2:19][NH2:20]>>[N:4]1[CH:5]=[CH:6][CH:7]=[CH:8][C:3]=1[C:1]1[NH:20][N:19]=[C:16]([C:13]2[N:14]=[CH:15][C:10]([NH2:9])=[CH:11][CH:12]=2)[NH:17][N:2]=1 |f:2.3|. Procedure details: A dry round-bottom flask was charged with 2-cyanopyridine (0.500 g, 4.8 mmol), 5-amino-2-cyanopyridine (0.572 g, 4.8 mmol), and 64% aqueous hydrazine hydrate (0.932 mL, 19.2 mmol). The flask was fitted with a reflux condenser, and the mixture was heated to 90° C. for 12 hr. The reaction mixture was cooled to room temperature. The resulting orange precipitate was isolated by filtration, washed with cold H2O, and dried under vacuum. The crude orange solid was concentrated in vacuo onto deactivated... The reactants are diol, OCCOCC(CO[Si](C1=CC=CC=C1)(C1=CC=CC=C1)C(C)(C)C)CCO (1-(2-hydroxyethoxy)-2-(2-hydroxyethyl)-3-(tert-butyldiphenylsilyloxy)-propane), TEA, CS(=O)(=O)Cl (methane sulfonyl chloride). The solvent is C(Cl)Cl (CH2Cl2), C(Cl)Cl (CH2Cl2), CCOCC (ether). Run at time 12 hour. The product is bismesylate, CS(=O)(=O)OCCOCC(CO[Si](C1=CC=CC=C1)(C1=CC=CC=C1)C(C)(C)C)CCOS(=O)(=O)C (1-(2-(methylsulfonyloxy)-ethoxy)-2-((methylsulfonyloxy)ethyl)-3-(tert-butyldiphenylsilyloxy)-propane). Yield: 97.4%. RXN SMILES: [OH:1][CH2:2][CH2:3][O:4][CH2:5][CH:6]([CH2:26][CH2:27][OH:28])[CH2:7][O:8][Si:9]([C:22]([CH3:25])([CH3:24])[CH3:23])([C:16]1[CH:21]=[CH:20][CH:19]=[CH:18][CH:17]=1)[C:10]1[CH:15]=[CH:14][CH:13]=[CH:12][CH:11]=1.[CH3:29][S:30](Cl)(=[O:32])=[O:31]>C(Cl)Cl.CCOCC>[CH3:29][S:30]([O:1][CH2:2][CH2:3][O:4][CH2:5][CH:6]([CH2:26][CH2:27][O:28][S:30]([CH3:29])(=[O:32])=[O:31])[CH2:7][O:8][Si:9]([C:22]([CH3:24])([CH3:23])[CH3:25])([C:10]1[CH:11]=[CH:12][CH:13]=[CH:14][CH:15]=1)[C:16]1[CH:17]=[CH:18][CH:19]=[CH:20][CH:21]=1)(=[O:32])=[O:31]. Procedure details: To a stirred CH2Cl2 (400 mL) solution of diol, 1-(2-hydroxyethoxy)-2-(2-hydroxyethyl)-3-(tert-butyldiphenylsilyloxy)-propane (5.48 g, 13.6 mmol) under N2 atmosphere was added TEA (11.2 mL, 78 mmol), followed by dropwise addition of methane sulfonyl chloride (3 mL, 39.00 mmol) in CH2Cl2 (100 mL) over a period of 30 minutes. After 12 hours, the reaction was diluted with ether (500 mL), washed with water (100 mL×3), brine (100 mL), dried, and concentrated under reduced pressure to a residue. The re... The reactants are ClCC(=O)Cl (chloroacetyl chloride), CC1OC(OC1C)CNC1=C(C=CC=C1)OC (N-(4,5-Dimethyl-1,3-dioxolan-2-ylmethyl)-2-methoxyaniline), C(C)OCC (diethyl ether), C([O-])([O-])=O.[Na+].[Na+] (sodium carbonate). Solvent: O (water). The product is CC1OC(OC1C)CN(C1=CC=CC=C1)C(C(Cl)OC)=O (N-(4,5-dimethyl-1,3-dioxolan-2-ylmethyl)-2-methoxy-α-chloroacetanilide). Reaction SMILES: [CH3:1][CH:2]1[CH:6]([CH3:7])[O:5][CH:4]([CH2:8][NH:9][C:10]2[CH:15]=[CH:14][CH:13]=[CH:12][C:11]=2OC)[O:3]1.[CH2:18]([O:20][CH2:21]C)C.[C:23](=[O:26])([O-])[O-].[Na+].[Na+].[Cl:29]CC(Cl)=O>O>[CH3:7][CH:6]1[CH:2]([CH3:1])[O:3][CH:4]([CH2:8][N:9]([C:23](=[O:26])[CH:18]([O:20][CH3:21])[Cl:29])[C:10]2[CH:11]=[CH:12][CH:13]=[CH:14][CH:15]=2)[O:5]1 |f:2.3.4|. Procedure details: N-(4,5-Dimethyl-1,3-dioxolan-2-ylmethyl)-2-methoxyaniline (5.21 grams), diethyl ether (30 ml), sodium carbonate (4.66 grams) and water (50 ml) were charged into a glass reaction flask equipped with stirrer, thermometer and cooling means. The mixture was cooled to a temperature of 0° to 5° C. and chloroacetyl chloride (2 ml) was slowly added with stirring. After the addition was completed, the mixture was stirred for a period of 1 hour. After this time the organic phase was separated from the aqu... Reactants: O=C([O-])[O-], CS(C)=O, CC(C)O, COc1ccccc1OCCCCCCl, [I-], [K+], [K+], [K+], N#Cc1ccc(O)cc1. The product is COc1ccccc1OCCCCCOc1ccc(C#N)cc1. As a reaction SMILES: [C:10](=[O:11])([O-:12])[O-:13].[CH3:33][S:34](=[O:35])[CH3:36].[CH3:37][CH:38]([OH:39])[CH3:40].[Cl:18][CH2:19][CH2:20][CH2:21][CH2:22][CH2:23][O:24][c:25]1[c:26]([O:31][CH3:32])[cH:27][cH:28][cH:29][cH:30]1.[I-:17].[K+:14].[K+:15].[K+:16].[OH:1][c:2]1[cH:3][cH:4][c:5]([C:8]#[N:9])[cH:6][cH:7]1>>[O:1]([c:2]1[cH:3][cH:4][c:5]([C:8]#[N:9])[cH:6][cH:7]1)[CH2:19][CH2:20][CH2:21][CH2:22][CH2:23][O:24][c:25]1[c:26]([O:31][CH3:32])[cH:27][cH:28][cH:29][cH:30]1. Reactants: ClC1=CC(=NC(=N1)NCC1=CC(=NO1)C1=CC=CC=C1)NC1=NNC(=C1)C(C)C (6-chloro-N4-(5-isopropyl-1H-pyrazol-3-yl)-N2-(3-phenylisoxazol-5-ylmethyl)-pyrimidine-2,4-diamine), CN1CCN(CC1)CCN (2-(4-methylpiperazin-1-yl)-ethylamine). Solvent: C(CCC)O (1-butanol), CO (methanol). Run at temperature 180 celsius. Product: C(C)(C)C1=CC(=NN1)NC1=NC(=NC(=C1)NCCN1CCN(CC1)C)NCC1=CC(=NO1)C1=CC=CC=C1 (N4-(5-Isopropyl-1H-pyrazol-3-yl)-N6-[2-(4-methylpiperazin-1-yl)ethyl]-N2-(3-phenylisoxazol-5-ylmethyl)-pyrimidine-2,4,6-triamine). The yield is 29.5%. Reaction SMILES: Cl[C:2]1[N:7]=[C:6]([NH:8][CH2:9][C:10]2[O:14][N:13]=[C:12]([C:15]3[CH:20]=[CH:19][CH:18]=[CH:17][CH:16]=3)[CH:11]=2)[N:5]=[C:4]([NH:21][C:22]2[CH:26]=[C:25]([CH:27]([CH3:29])[CH3:28])[NH:24][N:23]=2)[CH:3]=1.[CH3:30][N:31]1[CH2:36][CH2:35][N:34]([CH2:37][CH2:38][NH2:39])[CH2:33][CH2:32]1>C(O)CCC.CO>[CH:27]([C:25]1[NH:24][N:23]=[C:22]([NH:21][C:4]2[CH:3]=[C:2]([NH:39][CH2:38][CH2:37][N:34]3[CH2:35][CH2:36][N:31]([CH3:30])[CH2:32][CH2:33]3)[N:7]=[C:6]([NH:8][CH2:9][C:10]3[O:14][N:13]=[C:12]([C:15]4[CH:20]=[CH:19][CH:18]=[CH:17][CH:16]=4)[CH:11]=3)[N:5]=2)[CH:26]=1)([CH3:29])[CH3:28]. Reported procedure: A mixture of 6-chloro-N4-(5-isopropyl-1H-pyrazol-3-yl)-N2-(3-phenylisoxazol-5-ylmethyl)-pyrimidine-2,4-diamine (250 mg, 0.611 mmol) and 2-(4-methylpiperazin-1-yl)-ethylamine (500 mg, 3.50 mmol) in 1-butanol (2 mL) was heated to 180° C. in a 50 mL sealed tube. The mixture was heated for 1 h, then cooled to room temperature and diluted with methanol (10 mL). The mixture thus obtained was purified via preparative reverse phase HPLC to give the desired product (93 mg, 29%) as a white solid.